From a dataset of the Open Reaction Database (ORD), a public repository of structured organic reaction records. describe an organic reaction: reactants, conditions, products, and yield Starting materials: C(C)(C)(C)OC(=O)N1CC(CCC1)N[C@@H](CC(C)C)C(=O)OC1CCCC1 (3-((S)-1-cyclopentyloxycarbonyl-3-methyl-butylamino)-piperidine-1-carboxylic acid tert-butyl ester), Cl (hydrogen chloride). The solvent is ClCCl (dichloromethane), O1CCOCC1 (dioxane). Run at time 90 minute. Product: Cl.Cl.N1CC(CCC1)N[C@@H](CC(C)C)C(=O)OC1CCCC1 (2—cyclopentyl N-piperidin-3-yl-L-leucinate dihydrochloride). Isolated yield 24.0%. As a reaction SMILES: C(OC([N:8]1[CH2:13][CH2:12][CH2:11][CH:10]([NH:14][C@H:15]([C:20]([O:22][CH:23]2[CH2:27][CH2:26][CH2:25][CH2:24]2)=[O:21])[CH2:16][CH:17]([CH3:19])[CH3:18])[CH2:9]1)=O)(C)(C)C.[ClH:28]>ClCCl.O1CCOCC1>[ClH:28].[ClH:28].[NH:8]1[CH2:13][CH2:12][CH2:11][CH:10]([NH:14][C@H:15]([C:20]([O:22][CH:23]2[CH2:24][CH2:25][CH2:26][CH2:27]2)=[O:21])[CH2:16][CH:17]([CH3:19])[CH3:18])[CH2:9]1 |f:4.5.6|. Reported procedure: To a solution of 3-((S)-1-cyclopentyloxycarbonyl-3-methyl-butylamino)-piperidine-1-carboxylic acid tert-butyl ester (0.840 g, 2.20 mmol) in dichloromethane (5 mL) was added 4M hydrogen chloride in dioxane (10 mL). The reaction was stirred at room temperature for 90 minutes and then concentrated to give the product (184 mg, 24% yield). LC/MS: m/z 283 [M+H]+ Reactants: CCOc1c(OCC)c(=O)c1=O, CCO, N#Cc1ccc(N)c(O)c1. The product is CCOc1c(Nc2ccc(C#N)cc2O)c(=O)c1=O. Reaction SMILES: [CH2:1]([O:2][c:4]1[c:5](=[O:12])[c:6](=[O:11])[c:7]1[O:8][CH2:9][CH3:10])[CH3:3].[CH3:23][CH2:24][OH:25].[OH:13][c:14]1[cH:15][c:16]([C:17]#[N:18])[cH:19][cH:20][c:21]1[NH2:22]>>[c:4]1([NH:22][c:21]2[c:14]([OH:13])[cH:15][c:16]([C:17]#[N:18])[cH:19][cH:20]2)[c:5](=[O:12])[c:6](=[O:11])[c:7]1[O:8][CH2:9][CH3:10]. Reactants: O=C1C=CCC1, COCN(Cc1ccccc1)C[Si](C)(C)C, ClCCl, O=C(O)C(F)(F)F. The product is O=C1CCC2CN(Cc3ccccc3)CC12. As a reaction SMILES: [C:17]1(=[O:22])[CH:18]=[CH:19][CH2:20][CH2:21]1.[CH2:1]([c:2]1[cH:3][cH:4][cH:5][cH:6][cH:7]1)[N:8]([CH2:9][O:15][CH3:16])[CH2:12][Si:10]([CH3:11])([CH3:13])[CH3:14].[Cl:30][CH2:31][Cl:32].[OH:23][C:24]([C:25]([F:26])([F:27])[F:28])=[O:29]>>[CH2:1]([c:2]1[cH:3][cH:4][cH:5][cH:6][cH:7]1)[N:8]1[CH2:9][CH:19]2[CH:18]([CH2:12]1)[C:17](=[O:22])[CH2:21][CH2:20]2. The reactants are O=C([O-])[O-], CC(=O)O, [Cl-], O=S(=O)(O)c1ccc(F)cc1, [K+], [K+], NCCc1ccc(C(=CCCCC(=O)O)c2cccnc2)cc1, C1COCCO1. Product: O=C(O)CCCC=C(c1ccc(CCNS(=O)(=O)c2ccc(F)cc2)cc1)c1cccnc1. RXN SMILES: [C:24](=[O:25])([O-:26])[O-:27].[CH3:42][C:43](=[O:44])[OH:45].[Cl-:30].[F:31][c:32]1[cH:33][cH:34][c:35]([S:38](=[O:39])(=[O:40])[OH:41])[cH:36][cH:37]1.[K+:28].[K+:29].[NH2:1][CH2:2][CH2:3][c:4]1[cH:5][cH:6][c:7]([C:10](=[CH:11][CH2:12][CH2:13][CH2:14][C:15](=[O:16])[OH:17])[c:18]2[cH:19][n:20][cH:21][cH:22][cH:23]2)[cH:8][cH:9]1.[O:46]1[CH2:47][CH2:48][O:49][CH2:50][CH2:51]1>>[NH:1]([CH2:2][CH2:3][c:4]1[cH:5][cH:6][c:7]([C:10](=[CH:11][CH2:12][CH2:13][CH2:14][C:15](=[O:16])[OH:17])[c:18]2[cH:19][n:20][cH:21][cH:22][cH:23]2)[cH:8][cH:9]1)[S:38]([c:35]1[cH:34][cH:33][c:32]([F:31])[cH:37][cH:36]1)(=[O:39])=[O:40]. The reactants are CCOCC, C[O-], CO, C[N+](=O)[O-], [Na+], O=Cc1ccoc1. Yields the product O=[N+]([O-])C=Cc1ccoc1. As a reaction SMILES: [CH3:15][CH2:16][O:17][CH2:18][CH3:19].[CH3:1][O-:2].[CH3:20][OH:21].[N+:11](=[O:12])([O-:13])[CH3:14].[Na+:3].[o:4]1[cH:5][c:6]([CH:9]=[O:10])[cH:7][cH:8]1>>[o:4]1[cH:5][c:6]([CH:9]=[CH:14][N+:11](=[O:12])[O-:13])[cH:7][cH:8]1. Reactants: C1(=CC=CC=C1)C (toluene), CC(C)([O-])C.[Na+] (sodium tert-butoxide), C(C(=C)C)(=O)OCCCC (n-butyl methacrylate). Run in C1=CC=CC=C1 (benzene). Conditions: time 4 minute. Product: CC(CC)OC(C(=C)C)=O.C(C(=C)C)(=O)OC (methyl methacrylate -b- n-butyl methacrylate). The yield is 71.0%. RXN SMILES: [C:1]1([CH3:7])[CH:6]=[CH:5]C=CC=1.CC(C)([O-])C.[Na+].[C:14]([O:19][CH2:20]CCC)(=[O:18])[C:15]([CH3:17])=[CH2:16]>C1C=CC=CC=1>[CH3:7][CH:1]([O:19][C:14](=[O:18])[C:15]([CH3:17])=[CH2:16])[CH2:6][CH3:5].[C:14]([O:19][CH3:20])(=[O:18])[C:15]([CH3:17])=[CH2:16] |f:1.2,5.6|. Procedure details: Similarly as in Example 1, the charge consisted of 48.2 ml of toluene and 0.0343 mol of MMA. The initiator prepared from 0.000286 mol of LiA, 0.00172 mol of sodium tert-butoxide, and 2.8 ml of benzene was added at 20° C. under stirring. After 4 minutes, 0.0343 mol of n-butyl methacrylate was added and the mixture was allowed to react for 1 hour. The block copolymer poly/methyl methacrylate -b- n-butyl methacrylate) was then isolated in the yield of 71%.